This data is from the Open Reaction Database (ORD), a public repository of structured organic reaction records. The task is: describe an organic reaction: reactants, conditions, products, and yield The reactants are CCO, Cl, [Na+], C1CCOC1, [OH-], CCOC(=O)CCc1cn(Cc2ccc(OCc3ccc4ccccc4n3)nc2)nc1-c1ccccc1. Yields the product O=C(O)CCc1cn(Cc2ccc(OCc3ccc4ccccc4n3)nc2)nc1-c1ccccc1. Reaction SMILES: [CH3:46][CH2:47][OH:48].[ClH:45].[Na+:39].[O:40]1[CH2:41][CH2:42][CH2:43][CH2:44]1.[OH-:38].[c:1]1(-[c:7]2[n:8][n:9]([CH2:19][c:20]3[cH:21][n:22][c:23]([O:26][CH2:27][c:28]4[n:29][c:30]5[cH:31][cH:32][cH:33][cH:34][c:35]5[cH:36][cH:37]4)[cH:24][cH:25]3)[cH:10][c:11]2[CH2:12][CH2:13][C:14](=[O:15])[O:16][CH2:17][CH3:18])[cH:2][cH:3][cH:4][cH:5][cH:6]1>>[c:1]1(-[c:7]2[n:8][n:9]([CH2:19][c:20]3[cH:21][n:22][c:23]([O:26][CH2:27][c:28]4[n:29][c:30]5[cH:31][cH:32][cH:33][cH:34][c:35]5[cH:36][cH:37]4)[cH:24][cH:25]3)[cH:10][c:11]2[CH2:12][CH2:13][C:14](=[O:15])[OH:16])[cH:2][cH:3][cH:4][cH:5][cH:6]1. The reactants are [Si](C)(C)(C)C#N (TMSCN), S1C(=NC=C1)CCCC1=CC=C(C=N1)N (6-(3-(thiazol-2-yl)propyl)pyridin-3-amine), C1(CCC1)=O (cyclobutanone). Reagents/catalysts: [Cl-].[Cl-].[Zn+2] (ZnCl2). Yields the product S1C(=NC=C1)CCCC1=CC=C(C=N1)NC1(CCC1)C#N (1-((6-(3-(thiazol-2-yl)propyl)pyridin-3-yl)amino)cyclobutanecarbonitrile). Yield: 94.3%. As a reaction SMILES: [Si]([C:5]#[N:6])(C)(C)C.[S:7]1[CH:11]=[CH:10][N:9]=[C:8]1[CH2:12][CH2:13][CH2:14][C:15]1[N:20]=[CH:19][C:18]([NH2:21])=[CH:17][CH:16]=1.[C:22]1(=O)[CH2:25][CH2:24][CH2:23]1>[Cl-].[Cl-].[Zn+2]>[S:7]1[CH:11]=[CH:10][N:9]=[C:8]1[CH2:12][CH2:13][CH2:14][C:15]1[N:20]=[CH:19][C:18]([NH:21][C:22]2([C:5]#[N:6])[CH2:25][CH2:24][CH2:23]2)=[CH:17][CH:16]=1 |f:3.4.5|. Procedure details: TMSCN (0.13 mL, 0.96 mmol) was added to a mixture of compound 139 (70 mg, 0.32 mmol), cyclobutanone (0.15 mL, 1.92 mmol) and ZnCl2 (4 mg, 0.03 mmol) with stirring. The reaction mixture was stirred at room temperature for 5 h, and concentrated in vacuo. The residue was diluted with water, and extracted with DCM. The combined organic layers were washed with brine, dried over Na2SO4 and concentrated to dryness to give compound 141 (90 mg) as a light yellow oil. The crude product was used directly f... The reactants are Cl.Cl.C1(CCC1)N1CCNCC1 (1-Cyclobutylpiperazine dihydrochloride), TEA, C1(=CC=CC=C1)[C@H]1[C@@H](C1)C(=O)Cl (trans-2-phenyl-1-cyclopropanecarbonyl chloride), CCOC(=O)C.CCCCCC (EtOAc Hexane). The solvent is C(Cl)Cl (DCM). Reaction conditions: time 1.5 hour. Product: C1(CCC1)N1CCN(CC1)C(=O)[C@H]1[C@@H](C1)C1=CC=CC=C1 (trans-(4-Cyclobutylpiperazin-1-yl)-(2-phenylcyclopropyl)methanone). Isolated yield 57.5%. RXN SMILES: Cl.Cl.[CH:3]1([N:7]2[CH2:12][CH2:11][NH:10][CH2:9][CH2:8]2)[CH2:6][CH2:5][CH2:4]1.[C:13]1([C@@H:19]2[CH2:21][C@H:20]2[C:22](Cl)=[O:23])[CH:18]=[CH:17][CH:16]=[CH:15][CH:14]=1.CCOC(C)=O.CCCCCC>C(Cl)Cl>[CH:3]1([N:7]2[CH2:12][CH2:11][N:10]([C:22]([C@@H:20]3[CH2:21][C@H:19]3[C:13]3[CH:18]=[CH:17][CH:16]=[CH:15][CH:14]=3)=[O:23])[CH2:9][CH2:8]2)[CH2:6][CH2:5][CH2:4]1 |f:0.1.2,4.5|. Procedure: To a stirring slurry of 4A (130 mg, 0.610 mmol) in anhydrous DCM (3.5 mL) under an argon (g) atmosphere was added TEA (0.162 mL, 1. 16 mmol). After 1 min. trans-2-phenyl-1-cyclopropanecarbonyl chloride (0.096 mL, 0.55 mmol) was added in one portion to the now clear solution. The reaction was left to stir for ca. 1.5 h at ambient temperature before being washed with H2O (2×2 mL), dilute aq. K2CO3 (1×2 mL), H2O (1×2 mL), dried over MgSO4, filtered and concentrated in vacuo. The resulting gum was s... The reactants are C1CCNC1, ClC(Cl)Cl, Oc1ccc(Cl)cc1, O=S(=O)(Cl)Cl. Yields the product Oc1ccc(Cl)cc1, O=S(=O)=C1CCCN1. Reaction SMILES: [CH2:14]1[CH2:15][CH2:16][NH:17][CH2:18]1.[Cl:19][CH:20]([Cl:21])[Cl:22].[OH:6][c:7]1[cH:8][cH:9][c:10]([Cl:13])[cH:11][cH:12]1.[S:1](=[O:2])(=[O:3])([Cl:4])[Cl:5]>>[OH:6][c:7]1[cH:8][cH:9][c:10]([Cl:13])[cH:11][cH:12]1.[S:1](=[O:2])(=[O:3])=[C:16]1[CH2:15][CH2:14][CH2:18][NH:17]1. The reactants are Cc1ccccc1, COC(=O)CC1CCN(C(=O)OC(C)(C)C)CC1, O=[N+]([O-])c1ccccc1CBr, C1CCOC1. Product: COC(=O)C(Cc1ccccc1[N+](=O)[O-])C1CCN(C(=O)OC(C)(C)C)CC1. As a reaction SMILES: [CH3:19][c:20]1[cH:21][cH:22][cH:23][cH:24][cH:25]1.[CH3:1][O:2][C:3]([CH2:4][CH:5]1[CH2:6][CH2:7][N:8]([C:11](=[O:12])[O:13][C:14]([CH3:15])([CH3:16])[CH3:17])[CH2:9][CH2:10]1)=[O:18].[N+:26](=[O:27])([O-:28])[c:29]1[c:30]([CH2:31][Br:32])[cH:33][cH:34][cH:35][cH:36]1.[O:37]1[CH2:38][CH2:39][CH2:40][CH2:41]1>>[CH3:1][O:2][C:3]([CH:4]([CH:5]1[CH2:6][CH2:7][N:8]([C:11](=[O:12])[O:13][C:14]([CH3:15])([CH3:16])[CH3:17])[CH2:9][CH2:10]1)[CH2:31][c:30]1[c:29]([N+:26](=[O:27])[O-:28])[cH:36][cH:35][cH:34][cH:33]1)=[O:18]. The reactants are FC1=CC=C(CN)C=C1 (4-fluorobenzylamine), N1CCOCC1 (morpholine), CC1(OC(C(O1)=CC(=O)Cl)=O)C ((2,2-dimethyl-5-oxo-[1,3]dioxolan-4-ylidene)-acetyl chloride). Run in C(Cl)Cl (CH2Cl2). Run at time 1 hour. Product: CC1(OC(C(O1)=CC(=O)NCC1=CC=C(C=C1)F)=O)C (2-(2,2-Dimethyl-5-oxo-[1,3]dioxolan-4-ylidene)-N-(4-fluoro-benzyl)-acetamide). Isolated yield 100.7%. RXN SMILES: [F:1][C:2]1[CH:9]=[CH:8][C:5]([CH2:6][NH2:7])=[CH:4][CH:3]=1.N1CCOCC1.[CH3:16][C:17]1([CH3:27])[O:21][C:20](=[CH:22][C:23](Cl)=[O:24])[C:19](=[O:26])[O:18]1>C(Cl)Cl>[CH3:16][C:17]1([CH3:27])[O:21][C:20](=[CH:22][C:23]([NH:7][CH2:6][C:5]2[CH:8]=[CH:9][C:2]([F:1])=[CH:3][CH:4]=2)=[O:24])[C:19](=[O:26])[O:18]1. Reported procedure: To a stirred suspension of 4-fluorobenzylamine (37.5 mg, 0.3 mmol) and resin bound morpholine (200 mg, 2.5–4.0 mmol/1 g) was added a solution of (2,2-dimethyl-5-oxo-[1,3]dioxolan-4-ylidene)-acetyl chloride (60 mg, 0.31 mmol) in CH2Cl2 (3 mL) and the mixture shaken for 1 h. The mixture was filtered and the filtrate concentrated to give the title product as a white solid (84.4 mg, 100% yield). MS calc for C14H14FNO4 (M+Na): 302.29; found: 302.29. Procedure: 37.6 g of sodium sulfite are dissolved in 500 ml of water and heated to 70° C. 62 g of 2-bromo-5-methylbenzenesulfonyl chloride are added in portions at this temperature. A 10N aqueous NaOH solution is simultaneously added dropwise here such that the pH of the solution is kept between pH=9 and pH=10. The mixture is stirred at 70° C. for 1.5 hours, and the solution is filtered off and then adjusted to pH=0 in an ice bath using a saturated aqueous HCI solution. It is subsequently stirred for 30 mi... As a reaction SMILES: S([O-])([O-])=O.[Na+].[Na+].[Br:7][C:8]1[CH:13]=[CH:12][C:11]([CH3:14])=[CH:10][C:9]=1[S:15](Cl)(=[O:17])=[O:16].[OH-].[Na+]>O>[Br:7][C:8]1[CH:13]=[CH:12][C:11]([CH3:14])=[CH:10][C:9]=1[S:15]([OH:17])=[O:16] |f:0.1.2,4.5|. The solvent is O (water). Run at temperature 70 celsius, time 1.5 hour. The reactants are BrC1=C(C=C(C=C1)C)S(=O)(=O)Cl (2-bromo-5-methylbenzenesulfonyl chloride), S(=O)([O-])[O-].[Na+].[Na+] (sodium sulfite), [OH-].[Na+] (NaOH). Yield: 91.7%. Product: BrC1=C(C=C(C=C1)C)S(=O)O (2-Bromo-5-methylbenzenesulfinic acid).